This data is from the Open Reaction Database (ORD), a public repository of structured organic reaction records. The task is: describe an organic reaction: reactants, conditions, products, and yield Reactants: C(C1=CC=CC=C1)OC1=CC=C(C=C1)N1CC(C(CC1)NC(CCC1=CC=CC=C1)=O)(C)C ((RS)-N-[1-(4-benzyloxy-phenyl)-3,3-dimethyl-piperidin-4-yl]-3-phenyl-propionamide), [H-].[H-].[H-].[H-].[Li+].[Al+3] (LiAlH4). The product is C(C1=CC=CC=C1)OC1=CC=C(C=C1)N1CC(C(CC1)NCCCC1=CC=CC=C1)(C)C ((RS)-[1-(4-benzyloxy-phenyl)-3,3-dimethyl-piperidin-4-yl]-(3-phenyl-propyl)-amine). Reaction SMILES: [CH2:1]([O:8][C:9]1[CH:14]=[CH:13][C:12]([N:15]2[CH2:20][CH2:19][CH:18]([NH:21][C:22](=O)[CH2:23][CH2:24][C:25]3[CH:30]=[CH:29][CH:28]=[CH:27][CH:26]=3)[C:17]([CH3:33])([CH3:32])[CH2:16]2)=[CH:11][CH:10]=1)[C:2]1[CH:7]=[CH:6][CH:5]=[CH:4][CH:3]=1.[H-].[H-].[H-].[H-].[Li+].[Al+3]>>[CH2:1]([O:8][C:9]1[CH:14]=[CH:13][C:12]([N:15]2[CH2:20][CH2:19][CH:18]([NH:21][CH2:22][CH2:23][CH2:24][C:25]3[CH:30]=[CH:29][CH:28]=[CH:27][CH:26]=3)[C:17]([CH3:33])([CH3:32])[CH2:16]2)=[CH:11][CH:10]=1)[C:2]1[CH:3]=[CH:4][CH:5]=[CH:6][CH:7]=1 |f:1.2.3.4.5.6|. Procedure details: Following the procedure of example 40b, (RS)-N-[1-(4-benzyloxy-phenyl)-3,3-dimethyl-piperidin-4-yl]-3-phenyl-propionamide (450 mg) was reduced with LiAlH4 to give (RS)-[1-(4-benzyloxy-phenyl)-3,3-dimethyl-piperidin-4-yl]-(3-phenyl-propyl)-amine as a white solid (260 mg; 60%, MS: m/e=429.4 (M+H+)). Starting materials: O=C([O-])C=CC(=O)[O-], CC(C)O, Cl, OO, O=[N+]([O-])c1cccc2c(N3CCSCC3)nc(N3CCNCC3)cc12, O=S(=O)(O)O. Product: O=[N+]([O-])c1cccc2c(N3CCS(=O)CC3)nc(N3CCNCC3)cc12. As a reaction SMILES: [C:29]([O-:30])(=[O:31])[CH:32]=[CH:34][C:35](=[O:33])[O-:36].[CH:37]([OH:38])([CH3:39])[CH3:40].[ClH:1].[OH:27][OH:28].[S:2]1[CH2:3][CH2:4][N:5]([c:8]2[n:9][c:10]([N:21]3[CH2:22][CH2:23][NH:24][CH2:25][CH2:26]3)[cH:11][c:12]3[c:13]([N+:18](=[O:19])[O-:20])[cH:14][cH:15][cH:16][c:17]23)[CH2:6][CH2:7]1.[S:41](=[O:42])(=[O:43])([OH:44])[OH:45]>>[S:2]1(=[O:33])[CH2:3][CH2:4][N:5]([c:8]2[n:9][c:10]([N:21]3[CH2:22][CH2:23][NH:24][CH2:25][CH2:26]3)[cH:11][c:12]3[c:13]([N+:18](=[O:19])[O-:20])[cH:14][cH:15][cH:16][c:17]23)[CH2:6][CH2:7]1. The reactants are BrC(Br)(Br)Br, Cc1ccc(-c2nc(Cc3cccc(CO)c3)c(C)o2)cc1, ClCCl, c1ccc(P(c2ccccc2)c2ccccc2)cc1. Product: Cc1ccc(-c2nc(Cc3cccc(CBr)c3)c(C)o2)cc1. As a reaction SMILES: [C:42]([Br:43])([Br:44])([Br:45])[Br:46].[CH3:1][c:2]1[c:3]([CH2:14][c:15]2[cH:16][c:17]([CH2:18][OH:19])[cH:20][cH:21][cH:22]2)[n:4][c:5](-[c:7]2[cH:8][cH:9][c:10]([CH3:13])[cH:11][cH:12]2)[o:6]1.[Cl:47][CH2:48][Cl:49].[c:23]1([P:24]([c:25]2[cH:26][cH:27][cH:28][cH:29][cH:30]2)[c:31]2[cH:32][cH:33][cH:34][cH:35][cH:36]2)[cH:37][cH:38][cH:39][cH:40][cH:41]1>>[CH3:1][c:2]1[c:3]([CH2:14][c:15]2[cH:16][c:17]([CH2:18][Br:43])[cH:20][cH:21][cH:22]2)[n:4][c:5](-[c:7]2[cH:8][cH:9][c:10]([CH3:13])[cH:11][cH:12]2)[o:6]1. The reactants are C(C1=CC=CC=C1)OC=1C=C(CNC[C@H]([C@H](CC2=CC=CC=C2)NC(OC(C)(C)C)=O)O)C=C(C1)C(C)C (tert-butyl (2S,3R)-4-(3-(benzyloxy)-5-isopropylbenzylamino)-3-hydroxy-1-phenylbutan-2-ylcarbamate). The reagents and catalysts are [Pd] (Pd/C). Run in Cl (HCl), CO (MeOH). Conditions: time 20.5 hour. Yields the product N[C@H]([C@@H](CNCC=1C=C(C=C(C1)C(C)C)O)O)CC1=CC=CC=C1 (3-(((2R,3S)-3-amino-2-hydroxy-4-phenylbutylamino)methyl)-5-isopropylphenol). RXN SMILES: C([O:8][C:9]1[CH:10]=[C:11]([CH:33]=[C:34]([CH:36]([CH3:38])[CH3:37])[CH:35]=1)[CH2:12][NH:13][CH2:14][C@@H:15]([OH:32])[C@@H:16]([NH:24]C(=O)OC(C)(C)C)[CH2:17][C:18]1[CH:23]=[CH:22][CH:21]=[CH:20][CH:19]=1)C1C=CC=CC=1>Cl.CO.[Pd]>[NH2:24][C@@H:16]([CH2:17][C:18]1[CH:19]=[CH:20][CH:21]=[CH:22][CH:23]=1)[C@H:15]([OH:32])[CH2:14][NH:13][CH2:12][C:11]1[CH:10]=[C:9]([OH:8])[CH:35]=[C:34]([CH:36]([CH3:37])[CH3:38])[CH:33]=1. Procedure: A mixture of 21.2 mg (0.04 mmol) of tert-butyl (2S,3R)-4-(3-(benzyloxy)-5-isopropylbenzylamino)-3-hydroxy-1-phenylbutan-2-ylcarbamate and 7.7 mg of 10% Pd/C in 4 mL of 1.25M HCl in MeOH was stirred at r.t. under H2 balloon for 20.5 h. The mixture was filtered through Celite, concentrated, and reconcentrated with toluene 3 times. The amine HCl salt was used for the next reaction without further purification. Starting materials: C(CCC)[Li] (n-Butyl lithium), CC1(OC2=C(C1)C=CC=C2)C (2,3-dihydro-2,2-dimethylbenzofuran), CN(C=O)C (dimethylformamide). Solvent: O1CCCC1 (tetrahydrofuran), O1CCCC1 (tetrahydrofuran). Run at temperature 0 celsius, time 2 hour. The product is CC1(OC2=C(C1)C=CC=C2C=O)C (2,3-dihydro-2,2-dimethylbenzofuran-7 -carboxaldehyde). Yield: 31.2%. As a reaction SMILES: C([Li])CCC.[CH3:6][C:7]1([CH3:16])[CH2:11][C:10]2[CH:12]=[CH:13][CH:14]=[CH:15][C:9]=2[O:8]1.CN(C)[CH:19]=[O:20]>O1CCCC1>[CH3:6][C:7]1([CH3:16])[CH2:11][C:10]2[CH:12]=[CH:13][CH:14]=[C:15]([CH:19]=[O:20])[C:9]=2[O:8]1. Procedure details: n-Butyl lithium, 2.7M, (25.04 ml, 0.0676 mole) was added to a stirred solution of 2,3-dihydro-2,2-dimethylbenzofuran (10.0 grams, 0.0676 mole) in tetrahydrofuran (75 ml) at -78° C. The reaction mixture was then stirred at 0° C. for two hours after which it was added to a cooled (-78° C.) solution of dimethylformamide (5.42 ml, 0.07 mole) in tetrahydrofuran (25 ml). Upon completion of addition, the reaction mixture was stirred at -78° C. for ten minutes and then warmed to ambient temperature. The...